From a dataset of the Open Reaction Database (ORD), a public repository of structured organic reaction records. describe an organic reaction: reactants, conditions, products, and yield The reactants are O=C(c1c(F)ccc(OCc2ccccc2)c1F)c1c[nH]c2ncccc12, CO, C1CCOC1, c1cnc2[nH]ccc2c1. The product is O=C(c1c(F)ccc(O)c1F)c1c[nH]c2ncccc12. As a reaction SMILES: [CH2:10]([c:11]1[cH:12][cH:13][cH:14][cH:15][cH:16]1)[O:17][c:18]1[c:19]([F:36])[c:20]([C:25](=[O:26])[c:27]2[cH:28][nH:29][c:30]3[n:31][cH:32][cH:33][cH:34][c:35]23)[c:21]([F:24])[cH:22][cH:23]1.[CH3:37][OH:38].[O:39]1[CH2:40][CH2:41][CH2:42][CH2:43]1.[nH:1]1[c:2]2[c:3]([cH:4][cH:5][cH:6][n:7]2)[cH:8][cH:9]1>>[OH:17][c:18]1[c:19]([F:36])[c:20]([C:25](=[O:26])[c:27]2[cH:28][nH:29][c:30]3[n:31][cH:32][cH:33][cH:34][c:35]23)[c:21]([F:24])[cH:22][cH:23]1. Starting materials: Cl[SiH](Cl)C([SiH](Cl)Cl)[SiH](Cl)Cl (tris(dichlorosilyl)methane), C1(=CC=CC=C1)C#CC1=CC=CC=C1 (diphenylacetylene), C1(=CC=CC=C1)C#CC1=CC=CC=C1 (diphenylacetylene), Cl[SiH](Cl)C([SiH](Cl)Cl)[SiH](Cl)Cl (tris(dichlorosilyl)methane), H2PtCl6 IPA, H2PtCl6 IPA. The solvent is C1=CC=CC=C1 (benzene). Run at time 5 hour. The product is Cl[Si]1(C([Si](C(C1C1=CC=CC=C1)C1=CC=CC=C1)(Cl)Cl)[SiH](Cl)Cl)Cl (1,1,3,3-tetrachloro-2-dichlorosilyl-4,5-diphenyl-1,3-disilacyclopentane). The yield is 12.3%. Reaction SMILES: [C:1]1([C:7]#[C:8][C:9]2[CH:14]=[CH:13][CH:12]=[CH:11][CH:10]=2)[CH:6]=[CH:5][CH:4]=[CH:3][CH:2]=1.[Cl:15][SiH:16]([CH:18]([SiH:22]([Cl:24])[Cl:23])[SiH:19]([Cl:21])[Cl:20])[Cl:17]>C1C=CC=CC=1>[Cl:15][Si:16]1([Cl:17])[CH:7]([C:1]2[CH:6]=[CH:5][CH:4]=[CH:3][CH:2]=2)[CH:8]([C:9]2[CH:10]=[CH:11][CH:12]=[CH:13][CH:14]=2)[Si:19]([Cl:21])([Cl:20])[CH:18]1[SiH:22]([Cl:24])[Cl:23]. Procedure details: Hydrosilation of diphenylacetylene with tris(dichlorosilyl)methane in the presence of H2PtCl6 /IPA. Into the same apparatus as described in Example 1 were place 3.39 g of diphenylacetylene, 5.91 g of tris(dichlorosilyl)methane, 40 ml of dried benzene, and 100 μl of a 0.1 M H2PtCl6 /IPA solution to form a mixture. The mixture was stirred for 5 hours at reflux temperature and then the solvent removed at atmospheric pressure. The residue was vacuum distilled at 67 Pa to yield a mixture comprising 7... Reactants: COC1=CC=C(C=C1)C(=O)C(O)C1=CC=CC=C1 (4-methoxybenzoin), C1(CCC(=O)O1)=O (succinic anhydride), C(=O)(O)[O-].[Na+] (NaHCO3). Run in C1(=CC=CC=C1)C (toluene). Conditions: temperature 135 celsius. Yields the product C(CCC(=O)O)(=O)O.COC1=CC=C(C=C1)C(=O)C(O)C1=CC=CC=C1.COC1=CC=C(C=C1)C(=O)C(O)C1=CC=CC=C1 (4-Methoxybenzoin hemisuccinate). Isolated yield 125.3%. RXN SMILES: [CH3:1][O:2][C:3]1[CH:8]=[CH:7][C:6]([C:9]([CH:11]([C:13]2[CH:18]=[CH:17][CH:16]=[CH:15][CH:14]=2)[OH:12])=[O:10])=[CH:5][CH:4]=1.[C:19]1(=[O:25])[O:24][C:22](=[O:23])[CH2:21][CH2:20]1.C([O-])(O)=O.[Na+]>C1(C)C=CC=CC=1>[C:19]([OH:24])(=[O:25])[CH2:20][CH2:21][C:22]([OH:2])=[O:23].[CH3:1][O:2][C:3]1[CH:4]=[CH:5][C:6]([C:9]([CH:11]([C:13]2[CH:18]=[CH:17][CH:16]=[CH:15][CH:14]=2)[OH:12])=[O:10])=[CH:7][CH:8]=1.[CH3:1][O:2][C:3]1[CH:4]=[CH:5][C:6]([C:9]([CH:11]([C:13]2[CH:18]=[CH:17][CH:16]=[CH:15][CH:14]=2)[OH:12])=[O:10])=[CH:7][CH:8]=1 |f:2.3,5.6.7|. Reported procedure: A mixture of 4-methoxybenzoin (20 g, 0.083 mole) and succinic anhydride (9.1 g, 0.091 mole) in toluene (6 mL) is heated for 7 hours under nitrogen at 135° C. (internal temp.). The solution is poured into 0.5N-NaHCO3, the organic layer was separated and reextracted with 0.5N-NaHCO3. The combined extracts are washed with ether and then acidified in the cold with concentrated HCl. The liberated oil is extracted with ethyl acetate (3×), the extracts washed with water and dried (MgSO4). Removal of th... Starting materials: Cc1cccc(Br)c1, O=C([O-])[O-], [Cs+], [Cs+], FC(F)(F)c1ccc(Nc2ncnc3c2CCNC3)cc1, C1COCCO1. Yields the product Cc1cccc(N2CCc3c(ncnc3Nc3ccc(C(F)(F)F)cc3)C2)c1. RXN SMILES: [Br:1][c:2]1[cH:3][c:4]([CH3:8])[cH:5][cH:6][cH:7]1.[C:9](=[O:10])([O-:11])[O-:12].[Cs+:13].[Cs+:14].[F:15][C:16]([c:17]1[cH:18][cH:19][c:20]([NH:23][c:24]2[c:25]3[c:26]([n:27][cH:28][n:29]2)[CH2:30][NH:31][CH2:32][CH2:33]3)[cH:21][cH:22]1)([F:34])[F:35].[O:36]1[CH2:37][CH2:38][O:39][CH2:40][CH2:41]1>>[c:2]1([N:31]2[CH2:30][c:26]3[c:25]([c:24]([NH:23][c:20]4[cH:19][cH:18][c:17]([C:16]([F:15])([F:34])[F:35])[cH:22][cH:21]4)[n:29][cH:28][n:27]3)[CH2:33][CH2:32]2)[cH:3][c:4]([CH3:8])[cH:5][cH:6][cH:7]1. Product: COC(=O)C1=NC=C(C=C1)F (5-fluoro-pyridine-2-carboxylic acid methyl ester). Procedure: 2.7 mL Thionylchloride was dropped to 5 g 5-fluor-pyridine-2-carboxylic acid in 50 mL methanol. The reaction was stirred for 2 h at 65° C. in a sealed micro wave vial. The solvents were removed and the residue was desolved in a mixture of DCM and methanol and filtered over silica gel. The filtrate was evaporated to give 5.9 g of the desired product. As a reaction SMILES: S(Cl)(Cl)=O.[F:5][C:6]1[CH:7]=[CH:8][C:9]([C:12]([OH:14])=[O:13])=[N:10][CH:11]=1.[CH3:15]O>>[CH3:15][O:13][C:12]([C:9]1[CH:8]=[CH:7][C:6]([F:5])=[CH:11][N:10]=1)=[O:14]. The reactants are S(=O)(Cl)Cl (Thionylchloride), FC=1C=CC(=NC1)C(=O)O (5-fluor-pyridine-2-carboxylic acid), CO (methanol). Conditions: temperature 65 celsius, time 2 hour.